This data is from the Open Reaction Database (ORD), a public repository of structured organic reaction records. The task is: describe an organic reaction: reactants, conditions, products, and yield The reactants are Cl.FC(OC1=CC=C(C=C1)NN)(F)F (4-(trifluoromethoxy)phenyl-hydrazine hydrochloride), C(C)(=O)O (acetic acid), Cl.C12CC(CC(CCC1)N2)=O (9-azabicyclo[3.3.1]nonan-3-one hydrochloride), Cl (HCl). Product: FC(OC=1C=C2C3=C(NC2=CC1)CC1CCCC3N1)(F)F (2-trifluoromethoxy-6,7,8,9,10,11-hexahydro-5H-7,11-epiminocycloocta[b]indole). As a reaction SMILES: Cl.[F:2][C:3]([F:14])([F:13])[O:4][C:5]1[CH:10]=[CH:9][C:8]([NH:11]N)=[CH:7][CH:6]=1.Cl.[CH:16]12[NH:24][CH:20]([CH2:21][CH2:22][CH2:23]1)[CH2:19][C:18](=O)[CH2:17]2.Cl.C(O)(=O)C>>[F:2][C:3]([F:14])([F:13])[O:4][C:5]1[CH:10]=[C:9]2[C:8](=[CH:7][CH:6]=1)[NH:11][C:18]1[CH2:17][CH:16]3[NH:24][CH:20]([C:19]2=1)[CH2:21][CH2:22][CH2:23]3 |f:0.1,2.3|. Reported procedure: In a 30 mL microwave reaction tube were combined 4-(trifluoromethoxy)phenyl-hydrazine hydrochloride (1062 mg, 5.0 mmol; Maybridge), 9-azabicyclo[3.3.1]nonan-3-one hydrochloride (878 mg, 5.0 mmol; Accela ChemBio), and 1 N HCl in acetic acid (15 mL, 15 mmol; Aldrich). The reaction mixture was microwaved at 150° C. (Biotage Personal Chemistry, maximum 300 W) for 15 minutes, then cooled to room temperature. The solvent was removed, and the residue was dissolved in water (20 mL) and basified with sol... Starting materials: ClC=1N=C(NC1CC)C(=O)N[C@@H]1[C@@H](CN(CC1)C1=CC(=C(S1)C)C(=O)OC)OC (Methyl cis(±)-5-(4-{[(4-chloro-5-ethyl-1H-imidazol-2-yl)carbonyl]amino}-3-methoxypiperidin-1-yl)-2-methylthiophene-3-carboxylate), [OH-].[Li+] (lithium hydroxide). The solvent is CO (methanol), C1CCOC1 (THF). Run at time 8 hour. Yields the product ClC=1N=C(NC1CC)C(=O)N[C@@H]1[C@@H](CN(CC1)C1=CC(=C(S1)C)C(=O)O)OC (cis(±)-5-(4-{[(4-Chloro-5-ethyl-1H-imidazol-2-yl)carbonyl]amino}-3-methoxypiperidin-1-yl)-2-methylthiophene-3-carboxylic acid). RXN SMILES: [Cl:1][C:2]1[N:3]=[C:4]([C:9]([NH:11][C@H:12]2[CH2:17][CH2:16][N:15]([C:18]3[S:22][C:21]([CH3:23])=[C:20]([C:24]([O:26]C)=[O:25])[CH:19]=3)[CH2:14][C@H:13]2[O:28][CH3:29])=[O:10])[NH:5][C:6]=1[CH2:7][CH3:8].[OH-].[Li+]>CO.C1COCC1>[Cl:1][C:2]1[N:3]=[C:4]([C:9]([NH:11][C@H:12]2[CH2:17][CH2:16][N:15]([C:18]3[S:22][C:21]([CH3:23])=[C:20]([C:24]([OH:26])=[O:25])[CH:19]=3)[CH2:14][C@H:13]2[O:28][CH3:29])=[O:10])[NH:5][C:6]=1[CH2:7][CH3:8] |f:1.2|. Procedure details: Methyl cis(±)-5-(4-{[(4-chloro-5-ethyl-1H-imidazol-2-yl)carbonyl]amino}-3-methoxypiperidin-1-yl)-2-methylthiophene-3-carboxylate obtained in Example (188e) (16 mg) was dissolved in methanol (1 ml) and THF (1 ml). A 2 N aqueous lithium hydroxide solution (1 ml) was added, and the mixture was stirred at room temperature overnight. The organic solvent was evaporated under reduced pressure. Then, the residue was neutralized with 1 N hydrochloric acid, diluted with ethyl acetate, washed with brine, a... The reactants are CCNCC1(O)CCCN(C(=O)OC)C1, O. Product: CCNCC1(O)CCCNC1. RXN SMILES: [CH2:1]([CH3:2])[NH:3][CH2:4][C:5]1([OH:15])[CH2:6][N:7]([C:11]([O:12][CH3:13])=[O:14])[CH2:8][CH2:9][CH2:10]1.[OH2:16]>>[CH2:1]([CH3:2])[NH:3][CH2:4][C:5]1([OH:15])[CH2:6][NH:7][CH2:8][CH2:9][CH2:10]1. As a reaction SMILES: [CH2:10]([c:11]1[cH:12][cH:13][cH:14][cH:15][cH:16]1)[NH:17][CH2:18][CH2:19][CH2:20][CH3:21].[CH3:22][CH2:23][CH2:24][CH2:25][CH2:26][CH3:27].[c:1]1([N:7]=[C:8]=[O:9])[cH:2][cH:3][cH:4][cH:5][cH:6]1>>[c:1]1([NH:7][C:8](=[O:9])[N:17]([CH2:10][c:11]2[cH:12][cH:13][cH:14][cH:15][cH:16]2)[CH2:18][CH2:19][CH2:20][CH3:21])[cH:2][cH:3][cH:4][cH:5][cH:6]1. The product is CCCCN(Cc1ccccc1)C(=O)Nc1ccccc1. Starting materials: CCCCNCc1ccccc1, CCCCCC, O=C=Nc1ccccc1. Reactants: O1CCOC12CCN(CC2)C(C(F)(F)F)=O (1-(1,4-dioxa-8-aza-spiro[4.5]dec-8-yl)-2,2,2-trifluoroethanone). Solvent: C1CCOC1 (THF), B.CSC (borane methyl sulfide). The product is FC(CN1CCC2(OCCO2)CC1)(F)F (8-(2,2,2-trifluoroethyl)-1,4-dioxa-8-aza-spiro[4.5]decane). The yield is 100.8%. RXN SMILES: [O:1]1[C:5]2([CH2:10][CH2:9][N:8]([C:11](=O)[C:12]([F:15])([F:14])[F:13])[CH2:7][CH2:6]2)[O:4][CH2:3][CH2:2]1>C1COCC1.B.CSC>[F:15][C:12]([F:13])([F:14])[CH2:11][N:8]1[CH2:9][CH2:10][C:5]2([O:1][CH2:2][CH2:3][O:4]2)[CH2:6][CH2:7]1 |f:2.3|. Procedure details: In the solution of 1-(1,4-dioxa-8-aza-spiro[4.5]dec-8-yl)-2,2,2-trifluoroethanone (20 g, 83.7 mmol) in THF, borane-methyl sulfide complex (83.7 mL, 2M solution in THF) was added at 0° C. After refluxing the reaction mixture for 12 h, the reaction was cooled and quenched with MeOH. After removal of THF, the residue was extracted with ethyl acetate and washed with brine, dried with MgSO4 and concentrated to give 8-(2,2,2-trifluoroethyl)-1,4-dioxa-8-aza-spiro[4.5]decane (19 g) was obtained. The reactants are FC1=CC=C(C=C1)C(CC(=O)OCC)=O (ethyl 3-(4-fluorophenyl)-3-oxopropanoate), CN(C)C(OC)OC (DMFDMA), Cl.C(C)(C)(C)NN (tert-butylhydrazine hydrochloride), TEA. The solvent is C1(=CC=CC=C1)C (toluene). Reaction conditions: temperature 80 celsius, time 3 hour. The product is C(C)(C)(C)N1N=CC(=C1C1=CC=C(C=C1)F)C(=O)OCC (ethyl 1-tert-butyl-5-(4-fluorophenyl)-1H-pyrazole-4-carboxylate). Isolated yield 68.3%. As a reaction SMILES: [F:1][C:2]1[CH:7]=[CH:6][C:5]([C:8](=O)[CH2:9][C:10]([O:12][CH2:13][CH3:14])=[O:11])=[CH:4][CH:3]=1.C[N:17]([CH:19](OC)OC)C.Cl.[C:25]([NH:29]N)([CH3:28])([CH3:27])[CH3:26]>C1(C)C=CC=CC=1>[C:25]([N:29]1[C:8]([C:5]2[CH:6]=[CH:7][C:2]([F:1])=[CH:3][CH:4]=2)=[C:9]([C:10]([O:12][CH2:13][CH3:14])=[O:11])[CH:19]=[N:17]1)([CH3:28])([CH3:27])[CH3:26] |f:2.3|. Procedure details: A solution of ethyl 3-(4-fluorophenyl)-3-oxopropanoate (19.8 g, 94.20 mmol) and DMFDMA (13.76 mL, 103.61 mmol) in toluene (150 mL) was stirred at 100° C. for 14 hr, and concentrated under reduced pressure. The residue was dissolved in ethanol (150 ml), tert-butylhydrazine hydrochloride (11.74 g, 94.20 mmol) and TEA (14.44 mL, 103.61 mmol) were added thereto. The reaction mixture was stirred at 80° C. for 3 hr, and concentrated under reduced pressure. The residue was dissolved in ethyl acetate, a... Reactants: CCO, COc1cncc(C#Cc2ccc(F)c([N+](=O)[O-])c2)c1, [K+], C1CCOC1, [OH-], O, O, Cl[Sn]Cl. The product is COc1cncc(C#Cc2ccc(F)c(N)c2)c1. As a reaction SMILES: [CH3:28][CH2:29][OH:30].[F:6][c:7]1[c:8]([N+:23]([O-:24])=[O:25])[cH:9][c:10]([C:13]#[C:14][c:15]2[cH:16][n:17][cH:18][c:19]([O:21][CH3:22])[cH:20]2)[cH:11][cH:12]1.[K+:27].[O:31]1[CH2:32][CH2:33][CH2:34][CH2:35]1.[OH-:26].[OH2:1].[OH2:2].[Sn:3]([Cl:4])[Cl:5]>>[F:6][c:7]1[c:8]([NH2:23])[cH:9][c:10]([C:13]#[C:14][c:15]2[cH:16][n:17][cH:18][c:19]([O:21][CH3:22])[cH:20]2)[cH:11][cH:12]1.